From a dataset of the Open Reaction Database (ORD), a public repository of structured organic reaction records. describe an organic reaction: reactants, conditions, products, and yield Reactants: C(C)(C)(C)OC(N[C@H](C(=O)N1CCC(CC1)(CC1=CC=C(C=C1)I)C(NC1CCCCC1)=O)CC=1SC=CC1)=O ((S)-{2-[4-cyclohexylcarbamoyl-4-(4-iodo-benzyl)-piperidin-1-yl]-2-oxo-1-thiophen-2-ylmethyl-ethyl}-carbamic acid tert-butyl ester), COC=1C=C(C=CC1)B(O)O (3-methoxyphenylboronic acid), solution, C([O-])([O-])=O.[Na+].[Na+] (sodium carbonate). The reagents and catalysts are [Pd](Cl)Cl.C(C)(C)(C)P([C-]1C=CC=C1)C(C)(C)C.[C-]1(C=CC=C1)P(C(C)(C)C)C(C)(C)C.[Fe+2] (1,1′-bis-(di-t-butylphosphino)-ferrocene palladium dichloride). Run in O1CCOCC1 (dioxane), O (water). Run at temperature 100 celsius, time 8 hour. The product is C1(CCCCC1)NC(=O)C1(CCN(CC1)C([C@H](CC=1SC=CC1)N)=O)CC1=CC=C(C=C1)C1=CC(=CC=C1)OC (1-(2-(S)-amino-3-thiophen-2-yl-propionyl)-4-(3′-methoxy-biphenyl-4-ylmethyl)-piperidine-4-carboxylic acid cyclohexylamide), hydrochloride salt. RXN SMILES: C(OC(=O)[NH:7][C@@H:8]([CH2:34][C:35]1[S:36][CH:37]=[CH:38][CH:39]=1)[C:9]([N:11]1[CH2:16][CH2:15][C:14]([C:25](=[O:33])[NH:26][CH:27]2[CH2:32][CH2:31][CH2:30][CH2:29][CH2:28]2)([CH2:17][C:18]2[CH:23]=[CH:22][C:21](I)=[CH:20][CH:19]=2)[CH2:13][CH2:12]1)=[O:10])(C)(C)C.[CH3:41][O:42][C:43]1[CH:44]=[C:45](B(O)O)[CH:46]=[CH:47][CH:48]=1.C(=O)([O-])[O-].[Na+].[Na+]>O1CCOCC1.O.[Pd](Cl)Cl.C(P(C(C)(C)C)[C-]1C=CC=C1)(C)(C)C.[C-]1(P(C(C)(C)C)C(C)(C)C)C=CC=C1.[Fe+2]>[CH:27]1([NH:26][C:25]([C:14]2([CH2:17][C:18]3[CH:19]=[CH:20][C:21]([C:45]4[CH:46]=[CH:47][CH:48]=[C:43]([O:42][CH3:41])[CH:44]=4)=[CH:22][CH:23]=3)[CH2:15][CH2:16][N:11]([C:9](=[O:10])[C@@H:8]([NH2:7])[CH2:34][C:35]3[S:36][CH:37]=[CH:38][CH:39]=3)[CH2:12][CH2:13]2)=[O:33])[CH2:28][CH2:29][CH2:30][CH2:31][CH2:32]1 |f:2.3.4,7.8.9.10|. Procedure details: To a solution of (S)-{2-[4-cyclohexylcarbamoyl-4-(4-iodo-benzyl)-piperidin-1-yl]-2-oxo-1-thiophen-2-ylmethyl-ethyl}-carbamic acid tert-butyl ester 1d (0.221 mmol; 0.15 g) (prepared as described in Example 1 above, substituting 4-iodobenzylbromide for 4-biphenylmethyl bromide and cyclohexylamine for cyclohexylmethylamine) and 3-methoxyphenylboronic acid (0.265 mmol; 0.04 g) in dioxane (2 mL) was added a 10% solution of sodium carbonate in water (0.53 mL), followed by 1,1′-bis-(di-t-butylphosphino... Run at temperature 35 celsius. The solvent is C(C)O (ethanol). Reported procedure: A solution of 1-benzyl-3-(3,5-bis-trifluoromethyl-benzyloxymethyl)-4-o-tolyl-pyridinium bromide (163 mg, 0.273 mmol) in 6 ml of ethanol was added sodium borohydride (10 mg, 0.26 mmol) at 0° C. The mixture was heated to 35° C. and stirred at this temperature over night. Another portion of sodium borohydride (10 mg, 0.26 mmol) was added and the mixture was heated to 50° C. for 2 h. After cooling to room temperature and quenching with water the mixture was diluted with a saturated aqueous solution ... As a reaction SMILES: [Br-].[CH2:2]([N+:9]1[CH:14]=[CH:13][C:12]([C:15]2[CH:20]=[CH:19][CH:18]=[CH:17][C:16]=2[CH3:21])=[C:11]([CH2:22][O:23][CH2:24][C:25]2[CH:30]=[C:29]([C:31]([F:34])([F:33])[F:32])[CH:28]=[C:27]([C:35]([F:38])([F:37])[F:36])[CH:26]=2)[CH:10]=1)[C:3]1[CH:8]=[CH:7][CH:6]=[CH:5][CH:4]=1.[BH4-].[Na+]>C(O)C>[CH2:2]([N:9]1[CH2:10][C:11]([CH2:22][O:23][CH2:24][C:25]2[CH:30]=[C:29]([C:31]([F:34])([F:33])[F:32])[CH:28]=[C:27]([C:35]([F:36])([F:37])[F:38])[CH:26]=2)=[C:12]([C:15]2[CH:20]=[CH:19][CH:18]=[CH:17][C:16]=2[CH3:21])[CH2:13][CH2:14]1)[C:3]1[CH:8]=[CH:7][CH:6]=[CH:5][CH:4]=1 |f:0.1,2.3|. Isolated yield 55.0%. The product is C(C1=CC=CC=C1)N1CCC(=C(C1)COCC1=CC(=CC(=C1)C(F)(F)F)C(F)(F)F)C1=C(C=CC=C1)C (1-Benzyl-5-(3,5-bis-trifluoromethyl-benzyloxymethyl)-4-o-tolyl-1,2,3,6-tetrahydro-pyridine). The reactants are [Br-].C(C1=CC=CC=C1)[N+]1=CC(=C(C=C1)C1=C(C=CC=C1)C)COCC1=CC(=CC(=C1)C(F)(F)F)C(F)(F)F (1-benzyl-3-(3,5-bis-trifluoromethyl-benzyloxymethyl)-4-o-tolyl-pyridinium bromide), [BH4-].[Na+] (sodium borohydride), [BH4-].[Na+] (sodium borohydride).